Dataset: the Open Reaction Database (ORD), a public repository of structured organic reaction records. Task: describe an organic reaction: reactants, conditions, products, and yield Starting materials: Cl.CN(C)CC(=S)N (dimethylaminothioacetamide hydrochloride), C1(C=2C(C(N1CCCCC(=O)CBr)=O)=CC=CC2)=O (bromomethyl 4-phthalimidobutyl ketone), 5573c. Solvent: C(C)O (ethanol). Yields the product CN(C)CC=1SC=C(N1)CCCCN1C(C=2C(C1=O)=CC=CC2)=O (2-(dimethylaminomethyl)-4-(phthalimido-1-butyl)thiazole). RXN SMILES: Cl.[CH3:2][N:3]([CH2:5][C:6]([NH2:8])=[S:7])[CH3:4].[C:9]1(=[O:27])[N:13]([CH2:14][CH2:15][CH2:16][CH2:17][C:18]([CH2:20]Br)=O)[C:12](=[O:22])[C:11]2=[CH:23][CH:24]=[CH:25][CH:26]=[C:10]12>C(O)C>[CH3:2][N:3]([CH2:5][C:6]1[S:7][CH:20]=[C:18]([CH2:17][CH2:16][CH2:15][CH2:14][N:13]2[C:12](=[O:22])[C:11]3=[CH:23][CH:24]=[CH:25][CH:26]=[C:10]3[C:9]2=[O:27])[N:8]=1)[CH3:4] |f:0.1|. Procedure details: Following the procedure of Example 1, a stirred solution containing 3.2 g. of dimethylaminothioacetamide hydrochloride, and 6.48 g of bromomethyl 4-phthalimidobutyl ketone [prepared by the procedure of Chem. Listy., 49, 1385 (1955); C.A., 50, 5573c (1956)]; in 50 ml. of ethanol was heated at refluxing temperature for about 5 hours and was then cooled. Volatile constituents were removed by evaporation in vacuo leaving 2-(dimethylaminomethyl)-4-(phthalimido-1-butyl)thiazole as a semi-solid residue... The reactants are NC1=C(C(C(=O)O)=CC=C1)O (3-aminosalicylic acid), NC1=C(C=CC=C1)S (o-aminobenzenethiol). The product is OC1=C(C=CC=C1N)C=1SC2=C(N1)C=CC=C2 (2(2'-hydroxy-3'-aminophenyl)benzothiazole). As a reaction SMILES: [NH2:1][C:2]1[CH:10]=[CH:9][CH:8]=[C:4]([C:5](O)=O)[C:3]=1[OH:11].[NH2:12][C:13]1[CH:18]=[CH:17][CH:16]=[CH:15][C:14]=1[SH:19]>>[OH:11][C:3]1[C:2]([NH2:1])=[CH:10][CH:9]=[CH:8][C:4]=1[C:5]1[S:19][C:14]2[CH:15]=[CH:16][CH:17]=[CH:18][C:13]=2[N:12]=1. Reported procedure: 2(2'-hydroxy-3'-aminophenyl)benzothiazole was prepared by reacting 3-aminosalicylic acid with o-aminobenzenethiol according to the process of Example I. At the end of 6 hours the desired product precipitated and said product was filtered and air-dried. As a reaction SMILES: CC1C=CC(S(O[CH:12]([CH2:29][CH3:30])[C@@H:13]([NH:21][C:22]([O:24][C:25]([CH3:28])([CH3:27])[CH3:26])=[O:23])[CH2:14][CH:15]2[CH2:20][CH2:19][CH2:18][CH2:17][CH2:16]2)(=O)=O)=CC=1.[CH3:31][NH2:32]>>[CH:15]1([CH2:14][C@H:13]([NH:21][C:22](=[O:23])[O:24][C:25]([CH3:28])([CH3:27])[CH3:26])[CH:12]([NH:32][CH3:31])[CH2:29][CH3:30])[CH2:20][CH2:19][CH2:18][CH2:17][CH2:16]1. Procedure details: A solution of (S)-2-(tert-butoxycarbonylamino)-1-cyclohexylpentan-3-yl 4-methylbenzenesulfonate (640 mg, 1.46 mmol) in 33% MeNH2 (in EtOH) (0.02 M) was heated to 60° C. for 1 h in a pressure sealed vessel. The solvent was removed under reduced pressure to give (S)-tert-butyl 1-cyclohexyl-3-(methylamino)pentan-2-ylcarbamate. MS ESI +ve m/z 299 (M+H). The product is C1(CCCCC1)C[C@@H](C(CC)NC)NC(OC(C)(C)C)=O ((S)-tert-butyl 1-cyclohexyl-3-(methylamino)pentan-2-ylcarbamate). Reactants: CC1=CC=C(C=C1)S(=O)(=O)OC([C@H](CC1CCCCC1)NC(=O)OC(C)(C)C)CC ((S)-2-(tert-butoxycarbonylamino)-1-cyclohexylpentan-3-yl 4-methylbenzenesulfonate), CN (MeNH2). Starting materials: C1OC2=CC(=C(CC(C(=O)OCC)C(=O)OCC)C=C2O1)OC (diethyl 2-(4,5-methylenedioxy-2-methoxybenzyl)-malonate), [OH-].[K+] (potassium hydroxide). Run in C(C)O (ethanol), O (water). Product: C1OC2=CC(=C(CC(C(=O)OCC)C(=O)O)C=C2O1)OC (Ethyl hydrogen 2-(4,5-methylenedioxy-2-methoxybenzyl)-malonate). Yield: 88.5%. As a reaction SMILES: [CH2:1]1[O:21][C:20]2[C:3](=[CH:4][C:5]([O:22][CH3:23])=[C:6]([CH:19]=2)[CH2:7][CH:8]([C:14]([O:16]CC)=[O:15])[C:9]([O:11][CH2:12][CH3:13])=[O:10])[O:2]1.[OH-].[K+]>C(O)C.O>[CH2:1]1[O:21][C:20]2[C:3](=[CH:4][C:5]([O:22][CH3:23])=[C:6]([CH:19]=2)[CH2:7][CH:8]([C:14]([OH:16])=[O:15])[C:9]([O:11][CH2:12][CH3:13])=[O:10])[O:2]1 |f:1.2|. Reported procedure: To a solution of the diethyl 2-(4,5-methylenedioxy-2-methoxybenzyl)-malonate (20.00 g, 0.066 mol) of in ethanol (50 mL) was added a solution of potassium hydroxide (3.50 g, 0.066 mol) in water (25 mL). The solution stirred at reflux for 6 h. After cooling the aqueous layer was washed with ether and acidified with concentrated HCl to pH 1 and extracted with ethyl acetate. The organic extracts were dried (Na2SO4) and concentrated to afford the title compound as a yellow solid (17.30 g, 89%): 1H NM... Reactants: Cc1ccc(C)c(Br)c1, CCCCCCOc1ccc(B(O)O)cc1, Cc1ccccc1, [K+], [K+], O=C([O-])[O-], O, c1ccc(P(c2ccccc2)(c2ccccc2)[Pd](P(c2ccccc2)(c2ccccc2)c2ccccc2)(P(c2ccccc2)(c2ccccc2)c2ccccc2)P(c2ccccc2)(c2ccccc2)c2ccccc2)cc1. Yields the product CCCCCCOc1ccc(-c2cc(C)ccc2C)cc1. As a reaction SMILES: [Br:1][c:2]1[c:3]([CH3:9])[cH:4][cH:5][c:6]([CH3:8])[cH:7]1.[CH2:23]([CH2:24][CH2:25][CH2:26][CH2:27][CH3:28])[O:29][c:30]1[cH:31][cH:32][c:33]([B:36]([OH:37])[OH:38])[cH:34][cH:35]1.[CH3:16][c:17]1[cH:18][cH:19][cH:20][cH:21][cH:22]1.[K+:10].[K+:11].[O-:12][C:13]([O-:14])=[O:15].[OH2:116].[cH:39]1[cH:40][cH:41][c:42]([P:43]([Pd:44]([P:45]([c:46]2[cH:47][cH:48][cH:49][cH:50][cH:51]2)([c:52]2[cH:53][cH:54][cH:55][cH:56][cH:57]2)[c:58]2[cH:59][cH:60][cH:61][cH:62][cH:63]2)([P:64]([c:65]2[cH:66][cH:67][cH:68][cH:69][cH:70]2)([c:71]2[cH:72][cH:73][cH:74][cH:75][cH:76]2)[c:77]2[cH:78][cH:79][cH:80][cH:81][cH:82]2)[P:83]([c:84]2[cH:85][cH:86][cH:87][cH:88][cH:89]2)([c:90]2[cH:91][cH:92][cH:93][cH:94][cH:95]2)[c:96]2[cH:97][cH:98][cH:99][cH:100][cH:101]2)([c:102]2[cH:103][cH:104][cH:105][cH:106][cH:107]2)[c:108]2[cH:109][cH:110][cH:111][cH:112][cH:113]2)[cH:114][cH:115]1>>[c:2]1(-[c:33]2[cH:32][cH:31][c:30]([O:29][CH2:23][CH2:24][CH2:25][CH2:26][CH2:27][CH3:28])[cH:35][cH:34]2)[c:3]([CH3:9])[cH:4][cH:5][c:6]([CH3:8])[cH:7]1. Reactants: Cc1ccccc1, Cc1ccc(S(=O)(=O)O)cc1, Nc1nc2ccccc2n1Cc1ccc(F)cc1, CCOC(=O)N1CCCC(=O)CC1, O. Product: CCOC(=O)N1CCCC(Nc2nc3ccccc3n2Cc2ccc(F)cc2)CC1. RXN SMILES: [CH3:32][c:33]1[cH:34][cH:35][cH:36][cH:37][cH:38]1.[CH3:39][c:40]1[cH:41][cH:42][c:43]([S:44](=[O:45])(=[O:46])[OH:47])[cH:48][cH:49]1.[F:14][c:15]1[cH:16][cH:17][c:18]([CH2:21][n:22]2[c:23]([NH2:31])[n:24][c:25]3[c:26]2[cH:27][cH:28][cH:29][cH:30]3)[cH:19][cH:20]1.[O:1]=[C:2]1[CH2:3][CH2:4][N:5]([C:9](=[O:10])[O:11][CH2:12][CH3:13])[CH2:6][CH2:7][CH2:8]1.[OH2:50]>>[CH:2]1([NH:31][c:23]2[n:22]([CH2:21][c:18]3[cH:17][cH:16][c:15]([F:14])[cH:20][cH:19]3)[c:26]3[c:25]([n:24]2)[cH:30][cH:29][cH:28][cH:27]3)[CH2:3][CH2:4][N:5]([C:9](=[O:10])[O:11][CH2:12][CH3:13])[CH2:6][CH2:7][CH2:8]1.